Dataset: the Open Reaction Database (ORD), a public repository of structured organic reaction records. Task: describe an organic reaction: reactants, conditions, products, and yield Starting materials: C(C)OC(=O)C=1N(C(=NC1C(F)(F)F)Br)CC(NC1=C(C=C(C=C1C)C)C)=O (2-bromo-5-trifluoromethyl-3-[(2,4,6-trimethyl-phenylcarbamoyl)-methyl]-3H-imidazole-4-carboxylic acid ethyl ester), S1(=O)(=O)CCCC1 (sulfolane). Reagents/catalysts: [O-]S(=O)(=O)C(F)(F)F.[Ag+] (silver triflate). Run at temperature 150 celsius. Yields the product C1(CC1)CN(C(=O)C1=C(N=C2N1CC(N2C2=C(C=C(C=C2C)C)C)=O)C)CCC (2-Methyl-6-oxo-7-(2,4,6-trimethyl-phenyl)-6,7-dihydro-5H-imidazo[1,2-a]imidazole-3-carboxylic acid cyclopropylmethyl-propyl-amide). Reaction SMILES: C([O:3][C:4]([C:6]1[N:7]([CH2:16][C:17](=[O:28])[NH:18][C:19]2[C:24]([CH3:25])=[CH:23][C:22]([CH3:26])=[CH:21][C:20]=2[CH3:27])[C:8](Br)=[N:9][C:10]=1[C:11](F)(F)F)=O)C.S1([CH2:35][CH2:34][CH2:33][CH2:32]1)(=O)=O>[O-]S(C(F)(F)F)(=O)=O.[Ag+]>[CH:34]1([CH2:35][N:7]([CH2:6][CH2:10][CH3:11])[C:4]([C:6]2[N:7]3[CH2:16][C:17](=[O:28])[N:18]([C:19]4[C:24]([CH3:25])=[CH:23][C:22]([CH3:26])=[CH:21][C:20]=4[CH3:27])[C:8]3=[N:9][C:10]=2[CH3:11])=[O:3])[CH2:32][CH2:33]1 |f:2.3|. Reported procedure: A suspension of 2-bromo-5-trifluoromethyl-3-[(2,4,6-trimethyl-phenylcarbamoyl)-methyl]-3H-imidazole-4-carboxylic acid ethyl ester (20.12 g, 0.044 mmol) and silver triflate (11.87 g, 0.046 mol) in sulfolane (200 mL) was heated at 150° C. for 6 h. The resulting reaction mixture was cooled to room temperature and filtered through a short pad of celite. The final purification was achieved by a reverse-phase preparative HPLC to give the desired product as yellowish solid. Yield−5.24 g (24%). LC/MS: t... Reactants: C(C1=CC=CC=C1)OC=1C=C(C=CC1)CC#N ((3-benzyloxy-phenyl)-acetonitrile), CC(C)C[AlH]CC(C)C (DIBAL-H), C(C1=CC=CC=C1)OC=1C=C(C=CC1)C(C#N)(C)C (2-(3-benzyloxy-phenyl)-2-methyl-propionitrile), CBr (methyl bromide). Reported procedure: Commercially available (3-benzyloxy-phenyl)-acetonitrile (I) was converted to 2-(3-benzyloxy-phenyl)-2-methyl-propionitrile (II) using methyl bromide gas in NaOH/DMSO, followed by a reduction with DIBAL-H yielding 2-(3-benzyloxy-phenyl)-2-methylpropionaldehyde (III). Further reduction of III with NaBH4 afforded 2-(3-benzyloxy-phenyl)-2-methyl-propan-1-ol (IV). Wittig reactions of III with pentyltriphenylphosphonium bromide, trimethyl-4-phosphonocrotonate and trimethyl phosphonoacetate, produced ... RXN SMILES: C([O:8]C1C=C(CC#N)C=CC=1)C1C=CC=CC=1.[CH2:18]([O:25][C:26]1[CH:27]=[C:28]([C:32]([CH3:36])([CH3:35])[C:33]#N)[CH:29]=[CH:30][CH:31]=1)[C:19]1[CH:24]=[CH:23][CH:22]=[CH:21][CH:20]=1.CBr.CC(C[AlH]CC(C)C)C>[OH-].[Na+].CS(C)=O>[CH2:18]([O:25][C:26]1[CH:27]=[C:28]([C:32]([CH3:36])([CH3:35])[CH:33]=[O:8])[CH:29]=[CH:30][CH:31]=1)[C:19]1[CH:24]=[CH:23][CH:22]=[CH:21][CH:20]=1 |f:4.5.6|. Yields the product C(C1=CC=CC=C1)OC=1C=C(C=CC1)C(C=O)(C)C (2-(3-benzyloxy-phenyl)-2-methylpropionaldehyde). The solvent is [OH-].[Na+].CS(=O)C (NaOH DMSO). Yields the product C1=NC=CC=2C(=CC=CC12)S(=O)(=O)N1CC(CC1C)O (1-(5-isoquinolinesulfonyl)-3-hydroxy-5-methylpyrrolidine). RXN SMILES: Cl.[CH:2]1[C:11]2[CH:10]=[CH:9][CH:8]=[C:7]([S:12](Cl)(=[O:14])=[O:13])[C:6]=2[CH:5]=[CH:4][N:3]=1.[OH:16][CH:17]1[CH2:21][CH:20]([CH3:22])[NH:19][CH2:18]1>>[CH:2]1[C:11]2[CH:10]=[CH:9][CH:8]=[C:7]([S:12]([N:19]3[CH:20]([CH3:22])[CH2:21][CH:17]([OH:16])[CH2:18]3)(=[O:14])=[O:13])[C:6]=2[CH:5]=[CH:4][N:3]=1 |f:0.1|. Starting materials: Cl.C1=NC=CC=2C(=CC=CC12)S(=O)(=O)Cl (5-isoquinolinesulfonyl chloride hydrochloride), OC1CNC(C1)C (3-hydroxy-5-methylpyrrolidine). Procedure details: In substantially the same manner as in Example 11, 2.64 g of 5-isoquinolinesulfonyl chloride hydrochloride was reacted with 2.0 g of 3-hydroxy-5-methylpyrrolidine to obtain 1-(5-isoquinolinesulfonyl)-3-hydroxy-5-methylpyrrolidine. The reactants are [Cl-].[NH4+] (ammonium chloride), BrC=1SC=CC1 (2-Bromothiophene), COC1=C(C=CC=C1)B(O)O (2-methoxyphenylboronic acid), P(=O)([O-])([O-])[O-].[K+].[K+].[K+] (potassium phosphate). Reagents/catalysts: C(C)(=O)[O-].[Pd+2].C(C)(=O)[O-] (palladium acetate), C1(=CC=CC=C1)P(C1=CC=CC=C1)C1=CC=CC=C1 (triphenylphosphine). Solvent: C(C)OCC (diethyl ether), C(OC)COC (dimethoxyethane), O (water). Run at time 6 hour. Yields the product COC1=C(C=CC=C1)C=1SC=CC1 (2-(2′-methoxyphenyl)thiophene). Isolated yield 94.6%. Reaction SMILES: Br[C:2]1[S:3][CH:4]=[CH:5][CH:6]=1.[CH3:7][O:8][C:9]1[CH:14]=[CH:13][CH:12]=[CH:11][C:10]=1B(O)O.P([O-])([O-])([O-])=O.[K+].[K+].[K+].[Cl-].[NH4+]>C([O-])(=O)C.[Pd+2].C([O-])(=O)C.C1(P(C2C=CC=CC=2)C2C=CC=CC=2)C=CC=CC=1.C(OCC)C.C(COC)OC.O>[CH3:7][O:8][C:9]1[CH:14]=[CH:13][CH:12]=[CH:11][C:10]=1[C:2]1[S:3][CH:4]=[CH:5][CH:6]=1 |f:2.3.4.5,6.7,8.9.10|. Reported procedure: 2-Bromothiophene (7.2 g, 43.9 mmol), 2-methoxyphenylboronic acid (6.7 g, 43.9 mmol), palladium acetate (0.14 g, 0.62 mmol), triphenylphosphine (0.6 mg, 2.3 mmol) and potassium phosphate (9.40 g, 44.3 mmol) were added to a flask. A mixture solution of 10 mL of water and 40 mL of dimethoxyethane was added and reflux was performed for 6 hours. After cooling to room temperature, aqueous ammonium chloride solution (50 mL) and diethyl ether (100 mL) were added. The organic layer was separated. After e... Product: C(C1=CC=CC=C1)OC1=CC=C(C=C1)C(C(NC(CCC1=CC=C(C=C1)OCC1=CC=CC=C1)C)=O)O (racemic 1-(4-benzyloxyphenyl)-2-oxo-2-[1-methyl-3-(4-benzyloxyphenyl)propylamino]ethanol). Procedure details: As pointed out above, a preferred embodiment of this invention employs a mixture of all four optical isomers of the compound of Example 7. This racemic mixture can be prepared by the method described above by reaction of dl-4-(benzoyloxy)mandelic acid with dl-1-methyl-3-(4-benzyloxyphenyl)propylamine in the presence of DCC to give racemic 1-(4-benzyloxyphenyl)-2-oxo-2-[1-methyl-3-(4-benzyloxyphenyl)propylamino]ethanol. Reduction of the latter compound and subsequent removal of the benzyl groups ... The reactants are C(C1=CC=CC=C1)(=O)OC1=CC=C(C(C(=O)O)O)C=C1 (4-(benzoyloxy)mandelic acid), CC(CCC1=CC=C(C=C1)OCC1=CC=CC=C1)N (1-methyl-3-(4-benzyloxyphenyl)propylamine), C1CCC(CC1)N=C=NC2CCCCC2 (DCC), compound. As a reaction SMILES: [C:1]([O:9][C:10]1[CH:20]=[CH:19][C:13]([CH:14]([OH:18])[C:15]([OH:17])=O)=[CH:12][CH:11]=1)(=O)[C:2]1[CH:7]=[CH:6][CH:5]=[CH:4][CH:3]=1.[CH3:21][CH:22]([NH2:39])[CH2:23][CH2:24][C:25]1[CH:30]=[CH:29][C:28]([O:31][CH2:32][C:33]2[CH:38]=[CH:37][CH:36]=[CH:35][CH:34]=2)=[CH:27][CH:26]=1.C1CCC(N=C=NC2CCCCC2)CC1>>[CH2:1]([O:9][C:10]1[CH:11]=[CH:12][C:13]([CH:14]([OH:18])[C:15](=[O:17])[NH:39][CH:22]([CH3:21])[CH2:23][CH2:24][C:25]2[CH:30]=[CH:29][C:28]([O:31][CH2:32][C:33]3[CH:38]=[CH:37][CH:36]=[CH:35][CH:34]=3)=[CH:27][CH:26]=2)=[CH:19][CH:20]=1)[C:2]1[CH:3]=[CH:4][CH:5]=[CH:6][CH:7]=1. Reactants: FC([C@@H]1CC[C@H](CC1)NC(C1=C(N=C(C(=C1)[N+](=O)[O-])NC)N1CCC(CC1)C(F)(F)F)=O)(F)F (N-(trans-4-trifluoromethyl-cyclohexyl)-6-methylamino-5-nitro-2-(4-trifluoromethyl-piperidinyl)-nicotinic acid amide). The reagents and catalysts are [Ni] (Ra—Ni). The solvent is C1CCOC1 (THF). Reaction conditions: time 4 hour. The product is FC([C@@H]1CC[C@H](CC1)NC(C1=C(N=C(C(=C1)N)NC)N1CCC(CC1)C(F)(F)F)=O)(F)F (N-(trans-4-Trifluoromethyl-cyclohexyl)-6-methylamino-5-amino-2-(4-trifluoromethyl-piperidinyl)-nicotinic acid amide). As a reaction SMILES: [F:1][C:2]([F:34])([F:33])[C@H:3]1[CH2:8][CH2:7][C@H:6]([NH:9][C:10](=[O:32])[C:11]2[CH:16]=[C:15]([N+:17]([O-])=O)[C:14]([NH:20][CH3:21])=[N:13][C:12]=2[N:22]2[CH2:27][CH2:26][CH:25]([C:28]([F:31])([F:30])[F:29])[CH2:24][CH2:23]2)[CH2:5][CH2:4]1>[Ni].C1COCC1>[F:34][C:2]([F:1])([F:33])[C@H:3]1[CH2:8][CH2:7][C@H:6]([NH:9][C:10](=[O:32])[C:11]2[CH:16]=[C:15]([NH2:17])[C:14]([NH:20][CH3:21])=[N:13][C:12]=2[N:22]2[CH2:23][CH2:24][CH:25]([C:28]([F:30])([F:31])[F:29])[CH2:26][CH2:27]2)[CH2:5][CH2:4]1. Procedure: A mixture of N-(trans-4-trifluoromethyl-cyclohexyl)-6-methylamino-5-nitro-2-(4-trifluoromethyl-piperidinyl)-nicotinic acid amide (120 mg, 0.24 mmol), Ra—Ni (30 mg) and THF (20 mL) is stirred under 50 psi H2-atmosphere for 4 h. The mixture is filtered, and the filtrate is concentrated. The reactants are COc1cc2c(C(=O)N(C)Cc3ccccc3)cnc(CNC(=O)OC(C)(C)C)c2cc1OC, CCOC(C)=O, Cl. The product is Cl, COc1cc2c(C(=O)N(C)Cc3ccccc3)cnc(CN)c2cc1OC. As a reaction SMILES: [C:1]([O:2][C:3](=[O:4])[NH:7][CH2:8][c:9]1[n:10][cH:11][c:12]([C:23]([N:24]([CH3:25])[CH2:26][c:27]2[cH:28][cH:29][cH:30][cH:31][cH:32]2)=[O:33])[c:13]2[cH:14][c:15]([O:21][CH3:22])[c:16]([O:19][CH3:20])[cH:17][c:18]12)([CH3:5])([CH3:6])[CH3:34].[CH3:36][CH2:37][O:38][C:39]([CH3:40])=[O:41].[ClH:35]>>[ClH:35].[NH2:7][CH2:8][c:9]1[n:10][cH:11][c:12]([C:23]([N:24]([CH3:25])[CH2:26][c:27]2[cH:28][cH:29][cH:30][cH:31][cH:32]2)=[O:33])[c:13]2[cH:14][c:15]([O:21][CH3:22])[c:16]([O:19][CH3:20])[cH:17][c:18]12.